This data is from the Open Reaction Database (ORD), a public repository of structured organic reaction records. The task is: describe an organic reaction: reactants, conditions, products, and yield Solvent: C1CCOC1 (THF). Run at temperature 40 celsius, time 48 hour. Product: ClC1=C(C(=CC=C1)Cl)NC=1SC(C(N1)=O)=CC(=O)O ([2-(2,6-Dichloro-phenylamino)-4-oxo-4H-thiazol-5-ylidene]-acetic Acid). Reaction SMILES: C[O:2][C:3](=[O:20])[CH:4]=[C:5]1[S:9][C:8]([NH:10][C:11]2[C:16]([Cl:17])=[CH:15][CH:14]=[CH:13][C:12]=2[Cl:18])=[N:7][C:6]1=[O:19].[OH-].[Na+].Cl>C1COCC1>[Cl:18][C:12]1[CH:13]=[CH:14][CH:15]=[C:16]([Cl:17])[C:11]=1[NH:10][C:8]1[S:9][C:5](=[CH:4][C:3]([OH:20])=[O:2])[C:6](=[O:19])[N:7]=1 |f:1.2|. Reactants: COC(C=C1C(N=C(S1)NC1=C(C=CC=C1Cl)Cl)=O)=O ([2-(2,6-dichloro-phenylamino)-4-oxo-4H-thiazol-5-ylidene]-acetic acid methyl ester), [OH-].[Na+] (NaOH), Cl (HCl). Reported procedure: A reaction mixture of [2-(2,6-dichloro-phenylamino)-4-oxo-4H-thiazol-5-ylidene]-acetic acid methyl ester (3 g, Example 1), NaOH (1N in H2O, 30 mL), THF (20 mL) was heated to 40° C. and stirred for 48 hours. The mixture was acidified to PH=1 by adding 10% aqueous HCl. Then the mixture was extracted with ethyl acetate (25 mL×3). The organic extracts were dried over MgSO4, filtered, concentrated, and dried under vacuum to yield the desired product as a white solid. The reactants are S(=O)([O-])S(=O)[O-].[Na+].[Na+] (sodium dithionite), O (water), [NH4+].[OH-] (NH4OH), ClC1=C(C(=CC=C1)Cl)C=1NC(=C(N1)C1=CC=C(C(=N1)NCC(C)C)[N+](=O)[O-])C1=CC=CC=C1 ({6-[2-(2,6-dichlorophenyl)-5-phenyl-1H-imidazol-4-yl]-3-nitropyridin-2-yl}isobutylamine). The solvent is C1CCOC1 (THF), CCOC(=O)C (EtOAc). Run at time 2 hour. Product: ClC1=C(C(=CC=C1)Cl)C=1NC(=C(N1)C1=CC=C(C(=N1)NCC(C)C)N)C1=CC=CC=C1 (6-[2-(2,6-Dichlorophenyl)-5-phenyl-1H-imidazol-4-yl]-N2-isobutylpyridine-2,3-diamine). The yield is 98.6%. As a reaction SMILES: S(S([O-])=O)([O-])=O.[Na+].[Na+].[NH4+].[OH-].[Cl:11][C:12]1[CH:17]=[CH:16][CH:15]=[C:14]([Cl:18])[C:13]=1[C:19]1[NH:20][C:21]([C:38]2[CH:43]=[CH:42][CH:41]=[CH:40][CH:39]=2)=[C:22]([C:24]2[N:29]=[C:28]([NH:30][CH2:31][CH:32]([CH3:34])[CH3:33])[C:27]([N+:35]([O-])=O)=[CH:26][CH:25]=2)[N:23]=1.O>C1COCC1.CCOC(C)=O>[Cl:11][C:12]1[CH:17]=[CH:16][CH:15]=[C:14]([Cl:18])[C:13]=1[C:19]1[NH:20][C:21]([C:38]2[CH:39]=[CH:40][CH:41]=[CH:42][CH:43]=2)=[C:22]([C:24]2[N:29]=[C:28]([NH:30][CH2:31][CH:32]([CH3:34])[CH3:33])[C:27]([NH2:35])=[CH:26][CH:25]=2)[N:23]=1 |f:0.1.2,3.4|. Reported procedure: Add sodium dithionite (2.58 g, 14.82 mmol) followed by 32% NH4OH (9 mL) to a solution of {6-[2-(2,6-dichlorophenyl)-5-phenyl-1H-imidazol-4-yl]-3-nitropyridin-2-yl}isobutylamine (1.43 g, 2.96 mmol) in 50 mL of 1:1 THF:water mixture. Stir the mixture at RT for 2 h. Dilute with EtOAc. Wash the organic layer with saturated aqueous NaCl and dry the organic phase over Na2SO4. Concentrate to yield the title compound (1.32 g, 98%). Starting materials: CCOC(=O)C=Cc1cc(OC)cc2c1ccc(=O)n2CCN1CCC(N(Cc2ccc3c(c2)OCCO3)C(=O)OC(C)(C)C)CC1, CCCCCC, ClCCl, O=C(O)C(F)(F)F. The product is CCOC(=O)C=Cc1cc(OC)cc2c1ccc(=O)n2CCN1CCC(NCc2ccc3c(c2)OCCO3)CC1. RXN SMILES: [C:4]([O:5][C:6](=[O:7])[N:11]([CH:12]1[CH2:13][CH2:14][N:15]([CH2:18][CH2:19][n:20]2[c:21](=[O:39])[cH:22][cH:23][c:24]3[c:25]([CH:32]=[CH:33][C:34](=[O:35])[O:36][CH2:37][CH3:38])[cH:26][c:27]([O:30][CH3:31])[cH:28][c:29]23)[CH2:16][CH2:17]1)[CH2:40][c:41]1[cH:42][c:43]2[c:44]([cH:49][cH:50]1)[O:45][CH2:46][CH2:47][O:48]2)([CH3:8])([CH3:9])[CH3:10].[CH3:58][CH2:59][CH2:60][CH2:61][CH2:62][CH3:63].[Cl:1][CH2:2][Cl:3].[OH:51][C:52]([C:53]([F:54])([F:55])[F:56])=[O:57]>>[NH:11]([CH:12]1[CH2:13][CH2:14][N:15]([CH2:18][CH2:19][n:20]2[c:21](=[O:39])[cH:22][cH:23][c:24]3[c:25]([CH:32]=[CH:33][C:34](=[O:35])[O:36][CH2:37][CH3:38])[cH:26][c:27]([O:30][CH3:31])[cH:28][c:29]23)[CH2:16][CH2:17]1)[CH2:40][c:41]1[cH:42][c:43]2[c:44]([cH:49][cH:50]1)[O:45][CH2:46][CH2:47][O:48]2. Starting materials: CC1=CC2=C(CN(CCC2O)C)S1 (2,7-dimethyl-5,6,7,8-tetrahydro-4H-thieno[2,3-c]azepin-4-ol), ClC1=C(C=CC=C1Cl)F (2,3-dichloro-1-fluorobenzene). Yields the product Cl.ClC1=C(C=CC=C1Cl)OC1C2=C(CN(CC1)C)SC(=C2)C (4-(2,3-Dichlorophenyloxy)-2,7-dimethyl-5,6,7,8-tetrahydro-4H-thieno[2,3-c]azepine hydrochloride). As a reaction SMILES: [CH3:1][C:2]1[S:13][C:5]2[CH2:6][N:7]([CH3:12])[CH2:8][CH2:9][CH:10]([OH:11])[C:4]=2[CH:3]=1.[Cl:14][C:15]1[C:20]([Cl:21])=[CH:19][CH:18]=[CH:17][C:16]=1F>>[ClH:14].[Cl:14][C:15]1[C:20]([Cl:21])=[CH:19][CH:18]=[CH:17][C:16]=1[O:11][CH:10]1[CH2:9][CH2:8][N:7]([CH3:12])[CH2:6][C:5]2[S:13][C:2]([CH3:1])=[CH:3][C:4]1=2 |f:2.3|. Reported procedure: The same method as in Example 3 was conducted using 2,7-dimethyl-5,6,7,8-tetrahydro-4H-thieno[2,3-c]azepin-4-ol (Reference Example 23) instead of 6-methyl-4,5,6,7-tetrahydrothieno[2,3-c]pyridin-4-ol (Reference Example 6) and was conducted using 2,3-dichloro-1-fluorobenzene instead of 1,3-difluorobenzene to give the objective compound. Reactants: [OH-].[Na+] (NaOH), C(C)(=O)O[BH-](OC(C)=O)OC(C)=O.[Na+] (sodium triacetoxyborohydride), C(C)(=O)O[BH-](OC(C)=O)OC(C)=O.[Na+] (sodium triacetoxyborohydride), NC1=CC=CC=C1 (aniline), FC1=C(C=O)C(=CC=C1)F (2,6-difluorobenzaldehyde), C(C)(=O)O (acetic acid). The solvent is C(Cl)Cl (DCM), O (H2O), ClC(C)Cl (dichloroethane). Reaction conditions: temperature 70 celsius. The product is FC1=C(CNC2=CC=CC=C2)C(=CC=C1)F (N-(2,6-difluorobenzyl)aniline). The yield is 53.9%. RXN SMILES: [NH2:1][C:2]1[CH:7]=[CH:6][CH:5]=[CH:4][CH:3]=1.[F:8][C:9]1[CH:16]=[CH:15][CH:14]=[C:13]([F:17])[C:10]=1[CH:11]=O.C(O)(=O)C.C(O[BH-](OC(=O)C)OC(=O)C)(=O)C.[Na+].[OH-].[Na+]>ClC(Cl)C.C(Cl)Cl.O>[F:8][C:9]1[CH:16]=[CH:15][CH:14]=[C:13]([F:17])[C:10]=1[CH2:11][NH:1][C:2]1[CH:7]=[CH:6][CH:5]=[CH:4][CH:3]=1 |f:3.4,5.6|. Reported procedure: A mixture of aniline (2.26 g, 24.3 mmol), 2,6-difluorobenzaldehyde (3.79 g, 26.7 mmol) and glacial acetic acid (3.5 mL, 60.8 mmol) in dichloroethane (50 mL) was heated at 70° C. for 2 h. After cooling to rt, sodium triacetoxyborohydride (5.67 g, 26.8 mmol) was added and the mixture heated at 70° C. for 1.5 h, before cooling to rt, further sodium triacetoxyborohydride (5.67 g, 26.8 mmol) was added and the mixture was heated at 70° C. for a further 75 min before cooling to rt. H2O (50 mL), DCM (25... The reactants are C(C=C)(=O)OCC12CC3(CC(CC(C1)C3)C2)O (1-acryloyloxymethyl-3-adamantanol), C(C)(=O)C12CC3(CC(CC(C1)C3)(C2)O)O (1-acetyl-3,5-dihyroxyadamantane). The product is C(C)(=O)C12CC3(CC(CC(C1)C3)(C2)OC(C=C)=O)O (1-acetyl-3-hydroxy-5-acryloyloxyadamantane). Isolated yield 84.0%. As a reaction SMILES: [C:1](OCC12CC3CC(CC(O)(C3)C1)C2)(=[O:4])[CH:2]=[CH2:3].[C:18]([C:21]12[CH2:30][C:25]3([OH:31])[CH2:26][CH:27]([CH2:29][C:23]([OH:32])([CH2:24]3)[CH2:22]1)[CH2:28]2)(=[O:20])[CH3:19]>>[C:18]([C:21]12[CH2:22][C:23]3([O:32][C:1](=[O:4])[CH:2]=[CH2:3])[CH2:29][CH:27]([CH2:26][C:25]([OH:31])([CH2:24]3)[CH2:30]1)[CH2:28]2)(=[O:20])[CH3:19]. Reported procedure: The reaction was conducted in the same manner as said (2) except that 1-acetyl-3,5-dihyroxyadamantane was used instead of the 1-acetyl-3-hydroxyadamantane, and, as a result, a 1-acetyl-3-hydroxy-5-acryloyloxyadamantane (yield: 84%, white solid) was obtained. Starting materials: O=C1C(=O)N(CCF)c2c(F)cccc21, NN, O, O. The product is O=C1Cc2cccc(F)c2N1CCF. RXN SMILES: [F:1][c:2]1[cH:3][cH:4][cH:5][c:6]2[c:10]1[N:9]([CH2:11][CH2:12][F:13])[C:8](=[O:14])[C:7]2=[O:15].[NH2:17][NH2:18].[OH2:16].[OH2:19]>>[F:1][c:2]1[cH:3][cH:4][cH:5][c:6]2[c:10]1[N:9]([CH2:11][CH2:12][F:13])[C:8](=[O:14])[CH2:7]2. Starting materials: Cl (HCl), C(C)(CC)B(OC(C)C)OC(C)C (sec-butyldiisopropoxyborane), [B] (boron), C=C(C)C (isobutene), C(#CCCCCCC)[Li] (1-octynyllithium). The solvent is C(C)OCC (ethyl ether), C(C)OCC (ethyl ether). The product is C(C)(CC)B(OC(C)C)C#CCCCCCC (sec-Butyl(1-octynyl)isopropoxyborane). RXN SMILES: [CH:1]([B:5]([O:10][CH:11]([CH3:13])[CH3:12])OC(C)C)([CH2:3][CH3:4])[CH3:2].[C:14]([Li])#[C:15][CH2:16][CH2:17][CH2:18][CH2:19][CH2:20][CH3:21].Cl.[B].C=C(C)C>C(OCC)C>[CH:1]([B:5]([C:14]#[C:15][CH2:16][CH2:17][CH2:18][CH2:19][CH2:20][CH3:21])[O:10][CH:11]([CH3:12])[CH3:13])([CH2:3][CH3:4])[CH3:2]. Reported procedure: sec-Butyl(1-octynyl)isopropoxyborane was prepared following the method of Example 12 with sec-butyldiisopropoxyborane (10.79 g, 58 mmol) in ethyl ether (58 mL) and added to a solution of 1-octynyllithium (64 mmol in 64 mL, THF) and quenched with HCl in ethyl ether (18.82 mL, 64 mmol). Yield: 10.1 g (74%), bp 68°-70° C. (0.1 mm Hg); n20D 1.4366; proton NMR (CDCl3)δ4.60 (septet, =18 Hz, 1H), 2.23 (triplet, 2H), 1.17 (d, J=18 Hz, 6H), 0.87 (m, 9H); boron NMR (CDCl3)δ+41.6 ppm(s); mass spectrum (che... Reactants: C(C=C)I (allyl iodide), C1(CCCCC1)CC(=O)C1=CC=C(C=C1)C1OCCO1 (2-Cyclohexyl-1-[4-(2-Dioxolanyl)Phenyl]Ethanone), CC(C)([O-])C.[K+] (potassium t-butoxide), C(C=C)I (allyl iodide), OS(=O)(=O)[O-].[K+] (KHSO4). The solvent is CN(C)C=O (DMF). Reaction conditions: time 5 minute. The product is C1(CCCCC1)C(C(=O)C1=CC=C(C=C1)C1OCCO1)CC=C (2-Cyclohexyl-1-[4(2-Dioxolanyl)Phenyl]-4-Penten-1-One). Yield: 53.0%. Reaction SMILES: [CH:1]1([CH2:7][C:8]([C:10]2[CH:15]=[CH:14][C:13]([CH:16]3[O:20][CH2:19][CH2:18][O:17]3)=[CH:12][CH:11]=2)=[O:9])[CH2:6][CH2:5][CH2:4][CH2:3][CH2:2]1.[CH3:21][C:22](C)([O-])[CH3:23].[K+].C(I)C=C.OS([O-])(=O)=O.[K+]>CN(C=O)C>[CH:1]1([CH:7]([CH2:23][CH:22]=[CH2:21])[C:8]([C:10]2[CH:11]=[CH:12][C:13]([CH:16]3[O:17][CH2:18][CH2:19][O:20]3)=[CH:14][CH:15]=2)=[O:9])[CH2:6][CH2:5][CH2:4][CH2:3][CH2:2]1 |f:1.2,4.5|. Reported procedure: The product of Example J (1.6 g, 0.006 mole) was dissolved in 30 mls of dry DMF at room temperature under a nitrogen atmosphere and potassium t-butoxide (1.4 g) was added. After stirring for 5 minutes, 1 g of allyl iodide was added and the reaction was warmed to +50° C. for 1 hour. Another half equivalent of allyl iodide was added and the stirring was continued for 2 hours at +50° C. After cooling to room temperature the mixture was poured into 50 mls of 0.5N KHSO4 and extracted with ethyl aceta...